This data is from the Open Reaction Database (ORD), a public repository of structured organic reaction records. The task is: describe an organic reaction: reactants, conditions, products, and yield Starting materials: O=C([O-])O, CCN=C=NCCCN(C)C, Cc1cc(-c2ccccc2)cc2c1nc(C)n2Cc1ccc2c(c1)CCc1ccccc1C2=CC(=O)O, Nc1ccccc1, [Na+], CN(C)C=O, On1nnc2ccccc21. Product: Cc1cc(-c2ccccc2)cc2c1nc(C)n2Cc1ccc2c(c1)CCc1ccccc1C2=CC(=O)Nc1ccccc1. Reaction SMILES: [C:66](=[O:67])([O-:68])[OH:69].[CH2:45]([N:46]=[C:47]=[N:48][CH2:49][CH2:50][CH2:51][N:52]([CH3:53])[CH3:54])[CH3:55].[CH3:1][c:2]1[n:3][c:4]2[c:5]([n:6]1[CH2:7][c:8]1[cH:9][c:10]3[c:11]([cH:25][cH:26]1)[C:12](=[CH:21][C:22](=[O:23])[OH:24])[c:13]1[c:14]([cH:17][cH:18][cH:19][cH:20]1)[CH2:15][CH2:16]3)[cH:27][c:28](-[c:32]1[cH:33][cH:34][cH:35][cH:36][cH:37]1)[cH:29][c:30]2[CH3:31].[NH2:38][c:39]1[cH:40][cH:41][cH:42][cH:43][cH:44]1.[Na+:70].[O:71]=[CH:72][N:73]([CH3:74])[CH3:75].[OH:56][n:57]1[c:58]2[cH:59][cH:60][cH:61][cH:62][c:63]2[n:64][n:65]1>>[CH3:1][c:2]1[n:3][c:4]2[c:5]([n:6]1[CH2:7][c:8]1[cH:9][c:10]3[c:11]([cH:25][cH:26]1)[C:12](=[CH:21][C:22](=[O:23])[NH:38][c:39]1[cH:40][cH:41][cH:42][cH:43][cH:44]1)[c:13]1[c:14]([cH:17][cH:18][cH:19][cH:20]1)[CH2:15][CH2:16]3)[cH:27][c:28](-[c:32]1[cH:33][cH:34][cH:35][cH:36][cH:37]1)[cH:29][c:30]2[CH3:31]. Starting materials: FC(C(=O)O)(F)F.C(C1=CC=CC=C1)N1[C@@H](CC(CC1)NC(C(F)(F)F)=O)CC1=CC=CC=C1 ((2R,4RS)-N-(1,2-dibenzyl-4piperidyl)trifluoroacetamide trifluoroacetate). The reagents and catalysts are [Pd] (palladium). Run in O1CCOCC1 (dioxane). The product is FC(C(=O)O)(F)F.C(C1=CC=CC=C1)[C@H]1NCCC(C1)NC(C(F)(F)F)=O ((2R,4RS)-N-(2-Benzyl-4-piperidyl)trifiuoroacetamide trifluoroacetate). As a reaction SMILES: [F:1][C:2]([F:7])([F:6])[C:3]([OH:5])=[O:4].C([N:15]1[CH2:20][CH2:19][CH:18]([NH:21][C:22](=[O:27])[C:23]([F:26])([F:25])[F:24])[CH2:17][C@H:16]1[CH2:28][C:29]1[CH:34]=[CH:33][CH:32]=[CH:31][CH:30]=1)C1C=CC=CC=1>[Pd].O1CCOCC1>[F:1][C:2]([F:7])([F:6])[C:3]([OH:5])=[O:4].[CH2:28]([C@@H:16]1[CH2:17][CH:18]([NH:21][C:22](=[O:27])[C:23]([F:26])([F:24])[F:25])[CH2:19][CH2:20][NH:15]1)[C:29]1[CH:34]=[CH:33][CH:32]=[CH:31][CH:30]=1 |f:0.1,4.5|. Procedure: 3.0 g of 10% palladium catalyst on carbon are added to a solution of 19.3 g (39.4 mmol) of (2R,4RS)-N-(1,2-dibenzyl-4piperidyl)trifluoroacetamide trifluoroacetate in 160 ml of dioxane under nitrogen, and hydrogenation is carried out under atmospheric pressure at room temperature. The reaction mixture is freed of catalyst over Celite® and the residue is washed with dioxane. The filtrate is evaporated to dryness and dried under high vacuum, resulting in the title compound which is used further wit...